Dataset: the Open Reaction Database (ORD), a public repository of structured organic reaction records. Task: describe an organic reaction: reactants, conditions, products, and yield The reactants are CCO, [Ca+2], [Cl-], [Cl-], [Fe], CCCn1cncc1CSc1nc2ccc([N+](=O)[O-])cc2[nH]1. The product is CCCn1cncc1CSc1nc2ccc(N)cc2[nH]1. RXN SMILES: [CH3:26][CH2:27][OH:28].[Ca+2:25].[Cl-:23].[Cl-:24].[Fe:29].[N+:1]([O-:2])(=[O:3])[c:4]1[cH:5][c:6]2[c:7]([n:8][c:9]([S:11][CH2:12][c:13]3[cH:14][n:15][cH:16][n:17]3[CH2:18][CH2:19][CH3:20])[nH:10]2)[cH:21][cH:22]1>>[NH2:1][c:4]1[cH:5][c:6]2[c:7]([n:8][c:9]([S:11][CH2:12][c:13]3[cH:14][n:15][cH:16][n:17]3[CH2:18][CH2:19][CH3:20])[nH:10]2)[cH:21][cH:22]1. Run in C(C)(=O)O (acetic acid). Conditions: temperature 50 celsius, time 16 hour. Reaction SMILES: I(Cl)(=O)=O.[I:5](Cl)(=O)=O.C([N+](C)(C)C)C1C=CC=CC=1.[CH2:20]1[CH2:24][N:23](C(OC(C)(C)C)=O)[CH:22]2[CH2:32][O:33][C:34]3[CH:35]=[CH:36][CH:37]=[CH:38][C:39]=3[CH:21]12.C(Cl)Cl.O>C(O)(=O)C.[Cl-].[Zn+2].[Cl-]>[I:5][C:37]1[CH:36]=[CH:35][C:34]2[O:33][CH2:32][CH:22]3[CH:21]([C:39]=2[CH:38]=1)[CH2:20][CH:24]=[N:23]3 |f:0.1.2,7.8.9|. Reagents/catalysts: [Cl-].[Zn+2].[Cl-] (Zinc chloride). The product is IC1=CC2=C(C=C1)OCC1N=CCC12 (8-iodo-1,3a,4,9b-tetrahydrochromeno[3,4-b]pyrrole). Procedure: Zinc chloride (2.49 g, 18.3 mmol) and benzyltrimethylammonium dichloroiodate (4.25 g, 12.2 mmol) were added to a suspension of tert-butyl 1,3a,4,9b-tetrahydrochromeno[3,4-b]pyrrole-3(2H)-carboxylate (2.8 g, 10.2 mmol) in acetic acid (30 mL). The reaction mixture was stirred at 50° C. for 16 h, cooled to r.t. and DCM (60 mL) was added followed by H2O (60 mL). The layers were separated. The organic layer was washed with H2O (2×) and saturated NaHSO3 (15 mL), and the solvent was evaporated to affor... Reactants: I(=O)(=O)Cl.I(=O)(=O)Cl.C(C1=CC=CC=C1)[N+](C)(C)C (benzyltrimethylammonium dichloroiodate), C1C2C(N(C1)C(=O)OC(C)(C)C)COC=1C=CC=CC12 (tert-butyl 1,3a,4,9b-tetrahydrochromeno[3,4-b]pyrrole-3(2H)-carboxylate), O (H2O), C(Cl)Cl (DCM). Starting materials: C(C)(C)(C)OC(CNC([C@H](CC(C)C)NC(=O)C1=CC2=C(N(C(=N2)CC=2SC=CC2)C(CC)CC)C=C1)=O)=O (((S)-2-{[1-(1-ethyl-propyl)-2-thiophen-2-ylmethyl-1H-benzoimidazole-5-carbonyl]-amino}-4-methyl-pentanoylamino)-acetic acid tert.-butyl ester), Cl (hydrochloric acid). Run in O1CCOCC1 (dioxane). Yields the product C(C)C(CC)N1C(=NC2=C1C=CC(=C2)C(=O)N[C@H](C(=O)NCC(=O)O)CC(C)C)CC=2SC=CC2 (((S)-2-{[1-(1-Ethyl-propyl)-2-thiophen-2-ylmethyl-1H-benzoimidazole-5-carbonyl]-amino}-4-methyl-pentanoylamino)-acetic acid). The yield is 97.3%. RXN SMILES: C([O:5][C:6](=[O:39])[CH2:7][NH:8][C:9](=[O:38])[C@@H:10]([NH:15][C:16]([C:18]1[CH:37]=[CH:36][C:21]2[N:22]([CH:31]([CH2:34][CH3:35])[CH2:32][CH3:33])[C:23]([CH2:25][C:26]3[S:27][CH:28]=[CH:29][CH:30]=3)=[N:24][C:20]=2[CH:19]=1)=[O:17])[CH2:11][CH:12]([CH3:14])[CH3:13])(C)(C)C.Cl>O1CCOCC1>[CH2:32]([CH:31]([N:22]1[C:21]2[CH:36]=[CH:37][C:18]([C:16]([NH:15][C@@H:10]([CH2:11][CH:12]([CH3:13])[CH3:14])[C:9]([NH:8][CH2:7][C:6]([OH:39])=[O:5])=[O:38])=[O:17])=[CH:19][C:20]=2[N:24]=[C:23]1[CH2:25][C:26]1[S:27][CH:28]=[CH:29][CH:30]=1)[CH2:34][CH3:35])[CH3:33]. Procedure: 32 mg of ((S)-2-{[1-(1-ethyl-propyl)-2-thiophen-2-ylmethyl-1H-benzoimidazole-5-carbonyl]-amino}-4-methyl-pentanoylamino)-acetic acid tert.-butyl ester were reacted with 0.8 ml of 4 M hydrochloric acid in dioxane at rt over night. The reaction mixture was then concentrated in vacuo to yield 28 mg (91%) of ((S)-2-{[1-(1-Ethyl-propyl)-2-thiophen-2-ylmethyl-1H-benzoimidazole-5-carbonyl]-amino}-4-methyl-pentanoylamino)-acetic acid. Reactants: ClCCCN1S(C=2C3=C1C=CC=C3C=CC2)(=O)=O (2-(3-chloropropyl)naphtho[1,8-cd]isothiazole 1,1-dioxide), OC1(CCNCC1)C1=CC=C(C=C1)Br (4-hydroxy-4-(4-bromophenyl)piperidine), C([O-])(O)=O.[Na+] (sodium bicarbonate), O1CCCC1 (tetrahydrofuran). Solvent: CN(C=O)C (dimethylformamide). Run at temperature 100 celsius. The product is BrC1=CC=C(C=C1)C1(CCN(CC1)CCCC1=CC=C2C=CC=C3C2=C1NS3(=O)=O)O (3-[4-(4-bromophenyl)-4-hydroxypiperidino]propylnaphtho[1,8-cd]isothiazole 1,1-dioxide). As a reaction SMILES: ClCCC[N:5]1[C:9]2[CH:10]=[CH:11][CH:12]=[C:13]3[CH:14]=[CH:15][CH:16]=[C:7]([C:8]=23)[S:6]1(=[O:18])=[O:17].[OH:19][C:20]1([C:26]2[CH:31]=[CH:30][C:29]([Br:32])=[CH:28][CH:27]=2)[CH2:25][CH2:24][NH:23][CH2:22][CH2:21]1.C(=O)(O)[O-].[Na+].O1C[CH2:41][CH2:40][CH2:39]1>CN(C)C=O>[Br:32][C:29]1[CH:30]=[CH:31][C:26]([C:20]2([OH:19])[CH2:21][CH2:22][N:23]([CH2:39][CH2:40][CH2:41][C:10]3[C:9]4[NH:5][S:6](=[O:17])(=[O:18])[C:7]5[C:8]=4[C:13]([CH:14]=[CH:15][CH:16]=5)=[CH:12][CH:11]=3)[CH2:24][CH2:25]2)=[CH:27][CH:28]=1 |f:2.3|. Procedure: The experiment is carried out as in Exampe 1, starting with 2-(3-chloropropyl)naphtho[1,8-cd]isothiazole 1,1-dioxide (2.8 g), 4-hydroxy-4-(4-bromophenyl)piperidine (2.4 g) and sodium bicarbonate (0.94 g) in a mixture of dimethylformamide (80 cc) and tetrahydrofuran (50 cc). The mixture is heated for 5 hours to a temperature of about 100° C. then cooled to a temperature of about 20° C. Stirring is maintained for 15 hours at this temperature. After purification by flash-chromatography on a silica ...